From a dataset of the Open Reaction Database (ORD), a public repository of structured organic reaction records. describe an organic reaction: reactants, conditions, products, and yield Starting materials: resultant residue, resultant mixture, N12CCN(CC1)CC2 (1,4-diazabicyclo[2,2,2]octane), O (water), [Si](C)(C)(C(C)(C)C)OCC1C(OC2=C3C=CC(NC3=C(C=C21)C)=O)CN(CC=C)CC=C ((2RS,3SR)-3-(tert-Butyldimethylsilyloxy)methyl-2-diallylaminomethyl-5-methyl-2,3,6,7-tetrahydrofuro-[2,3-f]quinoline-7-one), HCl-. Reagents/catalysts: Wilkinson catalyst, [Cl-].C(CCC)[N+](CCCC)(CCCC)CCCC (tetra-n-butylammonium chloride). Run in C(C)O (ethanol), O1CCCC1.CN(C=O)C (tetrahydrofuran N,N-dimethylformamide), C(Cl)(Cl)Cl (chloroform), CO (methanol). Run at time 8 hour. Yields the product NCC1C(C=2C(=C3C=CC(NC3=C(C2)C)=O)O1)CO ((2RS,3SR)-2-Aminomethyl-3-hydroxymethyl-5-methyl-2,3,6,7-tetrahydrofuro-[2,3-f]quinoline-7-one). Isolated yield 43.4%. RXN SMILES: [Si]([O:8][CH2:9][CH:10]1[C:22]2[C:13](=[C:14]3[C:19](=[C:20]([CH3:23])[CH:21]=2)[NH:18][C:17](=[O:24])[CH:16]=[CH:15]3)[O:12][CH:11]1[CH2:25][N:26](CC=C)CC=C)(C(C)(C)C)(C)C.N12CCN(CC1)CC2.O>O1CCCC1.CN(C)C=O.[Cl-].C([N+](CCCC)(CCCC)CCCC)CCC.C(O)C.C(Cl)(Cl)Cl.CO>[NH2:26][CH2:25][CH:11]1[O:12][C:13]2=[C:14]3[C:19](=[C:20]([CH3:23])[CH:21]=[C:22]2[CH:10]1[CH2:9][OH:8])[NH:18][C:17](=[O:24])[CH:16]=[CH:15]3 |f:3.4,5.6|. Procedure details: (2RS,3SR)-3-(tert-Butyldimethylsilyloxy)methyl-2-diallylaminomethyl-5-methyl-2,3,6,7-tetrahydrofuro-[2,3-f]quinoline-7-one (2.17 g, 4.62 mmol) was dissolved in a solvent mixture (60 ml) of tetrahydrofuran--N,N-dimethylformamide (5:1), to which tetra-n-butylammonium chloride (1.0 M tetrahydrofuran solution, 10 ml, 10.0 mmol) was added, followed by stirring at room temperature for 8 hours. The reaction mixture was condensed under reduced pressure, and the resultant residue was separated by silica ... The reactants are N1=CC=CC=C1 (pyridine), Cl.NN=CC1=CC=C(C(=O)O)C=C1 (4-aminoiminomethylbenzoic acid.hydrochloride), Cl.C(N)(=N)C=1C=C2C=CC(=C(C2=CC1)CC(N)=O)O (6-amidino-1-carbamoylmethyl-2-naphthol.hydrochloride), C1CCC(CC1)N=C=NC2CCCCC2 (DCC). The reagents and catalysts are CN(C)C=1C=CN=CC1 (DMAP). Solvent: CN(C)C=O (DMF), C(C)C(=O)C.O.C(=O)O (methyl ethyl ketone water formic acid). Reaction conditions: time 2 hour. The product is Cl.Cl.NN=CC1=CC=C(C(=O)OC2=C(C3=CC=C(C=C3C=C2)C(N)=N)CC(N)=O)C=C1 (6-amidino-1-carbamoylmethyl-2-naphthyl 4-aminoiminomethylbenzoate.dihydrochloride). The yield is 7.0%. RXN SMILES: N1C=CC=CC=1.[ClH:7].[NH2:8][N:9]=[CH:10][C:11]1[CH:19]=[CH:18][C:14]([C:15]([OH:17])=[O:16])=[CH:13][CH:12]=1.Cl.[C:21]([C:24]1[CH:25]=[C:26]2[C:31](=[CH:32][CH:33]=1)[C:30]([CH2:34][C:35](=[O:37])[NH2:36])=[C:29](O)[CH:28]=[CH:27]2)(=[NH:23])[NH2:22].C1CCC(N=C=NC2CCCCC2)CC1>CN(C1C=CN=CC=1)C.C(C(C)=O)C.O.C(O)=O.CN(C=O)C>[ClH:7].[ClH:7].[NH2:8][N:9]=[CH:10][C:11]1[CH:19]=[CH:18][C:14]([C:15]([O:17][C:29]2[CH:28]=[CH:27][C:26]3[C:31](=[CH:32][CH:33]=[C:24]([C:21](=[NH:22])[NH2:23])[CH:25]=3)[C:30]=2[CH2:34][C:35](=[O:37])[NH2:36])=[O:16])=[CH:13][CH:12]=1 |f:1.2,3.4,7.8.9,11.12.13|. Procedure: 20 Milliliters of 20% hydrous pyridine and 6 ml of DMF were added to 1.0 g of 4-aminoiminomethylbenzoic acid.hydrochloride, 1.39 g of 6-amidino-1-carbamoylmethyl-2-naphthol.hydrochloride, 1.23 g of DCC and 60.8 mg of DMAP, followed by stirring for 2 hours under cooling with ice and then 24 hours at room temperature. Then, the precipitate was filtered and the filtrate was concentrated under reduced pressure. To the residue was added 20 ml of DMF, and the resulting solution was added dropwise to 4... Reactants: O=C1NC(=O)c2ccccc21, C1CCOC1, CC(O)c1c(F)cc2ncccc2c1F, CC(C)OC(=O)N=NC(=O)OC(C)C, c1ccc(P(c2ccccc2)c2ccccc2)cc1. The product is CC(c1c(F)cc2ncccc2c1F)N1C(=O)c2ccccc2C1=O. As a reaction SMILES: [C:49]1(=[O:59])[NH:50][C:51](=[O:58])[c:52]2[cH:53][cH:54][cH:55][cH:56][c:57]21.[CH2:60]1[O:61][CH2:62][CH2:63][CH2:64]1.[F:34][c:35]1[c:36]2[cH:37][cH:38][cH:39][n:40][c:41]2[cH:42][c:43]([F:48])[c:44]1[CH:45]([CH3:46])[OH:47].[N:1]([C:2]([O:3][CH:4]([CH3:5])[CH3:6])=[O:7])=[N:8][C:9]([O:10][CH:11]([CH3:12])[CH3:13])=[O:14].[c:15]1([P:16]([c:17]2[cH:18][cH:19][cH:20][cH:21][cH:22]2)[c:23]2[cH:24][cH:25][cH:26][cH:27][cH:28]2)[cH:29][cH:30][cH:31][cH:32][cH:33]1>>[F:34][c:35]1[c:36]2[cH:37][cH:38][cH:39][n:40][c:41]2[cH:42][c:43]([F:48])[c:44]1[CH:45]([CH3:46])[N:50]1[C:49](=[O:59])[c:57]2[c:52]([cH:53][cH:54][cH:55][cH:56]2)[C:51]1=[O:58]. The reactants are CS(=O)(=O)O, CCOCC, CC(C)(C)C1CCN(CC#Cc2cc(C(F)(F)F)cc(C(F)(F)F)c2)CC1. Product: CS(=O)(=O)O, CC(C)(C)C1CCN(CC#Cc2cc(C(F)(F)F)cc(C(F)(F)F)c2)CC1. RXN SMILES: [CH3:28][S:29]([OH:30])(=[O:31])=[O:32].[CH3:33][CH2:34][O:35][CH2:36][CH3:37].[F:1][C:2]([c:3]1[cH:4][c:5]([C:13]#[C:14][CH2:15][N:16]2[CH2:17][CH2:18][CH:19]([C:22]([CH3:23])([CH3:24])[CH3:25])[CH2:20][CH2:21]2)[cH:6][c:7]([C:9]([F:10])([F:11])[F:12])[cH:8]1)([F:26])[F:27]>>[CH3:28][S:29](=[O:30])(=[O:31])[OH:32].[F:1][C:2]([c:3]1[cH:4][c:5]([C:13]#[C:14][CH2:15][N:16]2[CH2:17][CH2:18][CH:19]([C:22]([CH3:23])([CH3:24])[CH3:25])[CH2:20][CH2:21]2)[cH:6][c:7]([C:9]([F:10])([F:11])[F:12])[cH:8]1)([F:26])[F:27].